describe an organic reaction: reactants, conditions, products, and yield From a dataset of the Open Reaction Database (ORD), a public repository of structured organic reaction records. Reactants: [OH-].[Na+] (sodium hydroxide), C(#N)C=1C(NC(=C2CCCCC12)C)=O (4-Cyano-2,3,5,6,7,8-hexahydro-1-methyl-3-oxoisoquinoline), ice water, resultant solution. Solvent: S(O)(O)(=O)=O (sulfuric acid). Product: CC=1NC(C=C2CCCCC12)=O (2,3,5,6,7,8-hexahydro-1-methyl-3-oxoisoquinoline). Yield: 78.5%. RXN SMILES: C([C:3]1[C:4](=[O:14])[NH:5][C:6]([CH3:13])=[C:7]2[C:12]=1[CH2:11][CH2:10][CH2:9][CH2:8]2)#N.[OH-].[Na+]>S(=O)(=O)(O)O>[CH3:13][C:6]1[NH:5][C:4](=[O:14])[CH:3]=[C:12]2[C:7]=1[CH2:8][CH2:9][CH2:10][CH2:11]2 |f:1.2|. Procedure: 4-Cyano-2,3,5,6,7,8-hexahydro-1-methyl-3-oxoisoquinoline (1.88 g) was dissolved in 20 ml of 85% sulfuric acid, and the resultant solution was heated at 180°-190° C. for 10 hours. After cooling, the reaction mixture was poured into ice water and an aqueous sodium hydroxide solution was added to adjust the pH to about 5. Deposited crystals were filtered out and recrystallized from methanol. Thus, there was obtained 1.28 g of 2,3,5,6,7,8-hexahydro-1-methyl-3-oxoisoquinoline. Reactants: CCO, CC1=C(C(=O)OCc2ccccc2)C(c2ccccc2C(F)(F)F)c2c(ccnc2OC(C)C)N1, [H][H], [Pd]. Product: CC1=C(C(=O)O)C(c2ccccc2C(F)(F)F)c2c(ccnc2OC(C)C)N1. Reaction SMILES: [CH3:39][CH2:40][OH:41].[CH:1]([CH3:2])([CH3:3])[O:4][c:5]1[c:6]2[c:11]([cH:12][cH:13][n:14]1)[NH:10][C:9]([CH3:15])=[C:8]([C:16](=[O:17])[O:18][CH2:19][c:20]1[cH:21][cH:22][cH:23][cH:24][cH:25]1)[CH:7]2[c:26]1[c:27]([C:32]([F:33])([F:34])[F:35])[cH:28][cH:29][cH:30][cH:31]1.[H:36][H:37].[Pd:38]>>[CH:1]([CH3:2])([CH3:3])[O:4][c:5]1[c:6]2[c:11]([cH:12][cH:13][n:14]1)[NH:10][C:9]([CH3:15])=[C:8]([C:16](=[O:17])[OH:18])[CH:7]2[c:26]1[c:27]([C:32]([F:33])([F:34])[F:35])[cH:28][cH:29][cH:30][cH:31]1. The reactants are CCCSc1nc(Cl)ccc1C(=O)NC12CC3CC(CC(C3)C1)C2, O=C([O-])[O-], CCCC#N, CCOC(C)=O, Cl, [K+], [K+], COC(=O)CC1CCCNC1. Product: CCCSc1nc(N2CCCC(CC(=O)OC)C2)ccc1C(=O)NC12CC3CC(CC(C3)C1)C2. Reaction SMILES: [C:1]12([NH:11][C:12]([c:13]3[c:14]([S:20][CH2:21][CH2:22][CH3:23])[n:15][c:16]([Cl:19])[cH:17][cH:18]3)=[O:24])[CH2:2][CH:3]3[CH2:4][CH:5]([CH2:6][CH:7]([CH2:8]1)[CH2:9]3)[CH2:10]2.[C:37](=[O:38])([O-:39])[O-:40].[CH3:43][CH2:44][CH2:45][C:46]#[N:47].[CH3:48][CH2:49][O:50][C:51]([CH3:52])=[O:53].[ClH:36].[K+:41].[K+:42].[NH:25]1[CH2:26][CH:27]([CH2:31][C:32](=[O:33])[O:34][CH3:35])[CH2:28][CH2:29][CH2:30]1>>[C:1]12([NH:11][C:12]([c:13]3[c:14]([S:20][CH2:21][CH2:22][CH3:23])[n:15][c:16]([N:25]4[CH2:26][CH:27]([CH2:31][C:32](=[O:33])[O:34][CH3:35])[CH2:28][CH2:29][CH2:30]4)[cH:17][cH:18]3)=[O:24])[CH2:2][CH:3]3[CH2:4][CH:5]([CH2:6][CH:7]([CH2:8]1)[CH2:9]3)[CH2:10]2. Reactants: example 6 ( 20 ), C(C)(C)(C)C=1C=C2C(N(C(C2=CC1)=O)CC(C(=O)OCC)C1(OCCO1)C)=O (ethyl 3-(5-t-butyl-1,3-dioxo-1,3-dihydro-isoindol-2-yl)-2-(2-methyl-[1,3]dioxolan-2-yl)propionate), O.C1(=CC=C(C=C1)S(=O)(=O)O)C (p-toluenesulfonic acid monohydrate). Yields the product C(C)(C)(C)C=1C=C2C(N(C(C2=CC1)=O)CC(C(=O)OCC)C(C)=O)=O (Ethyl 2-(5-t-butyl-1,3-dioxo-1,3-dihydro-isoindol-2-ylmethyl)-3-oxo-butyrate). Reaction SMILES: [C:1]([C:5]1[CH:6]=[C:7]2[C:11](=[CH:12][CH:13]=1)[C:10](=[O:14])[N:9]([CH2:15][CH:16]([C:22]1([CH3:27])OCC[O:23]1)[C:17]([O:19][CH2:20][CH3:21])=[O:18])[C:8]2=[O:28])([CH3:4])([CH3:3])[CH3:2].O.C1(C)C=CC(S(O)(=O)=O)=CC=1>>[C:1]([C:5]1[CH:6]=[C:7]2[C:11](=[CH:12][CH:13]=1)[C:10](=[O:14])[N:9]([CH2:15][CH:16]([C:22](=[O:23])[CH3:27])[C:17]([O:19][CH2:20][CH3:21])=[O:18])[C:8]2=[O:28])([CH3:2])([CH3:3])[CH3:4] |f:1.2|. Procedure: Ethyl 2-(5-t-butyl-1,3-dioxo-1,3-dihydro-isoindol-2-ylmethyl)-3-oxo-butyrate was prepared (126 mg, 28%) in the same manner as described in the above example 6 (20) from ethyl 3-(5-t-butyl-1,3-dioxo-1,3-dihydro-isoindol-2-yl)-2-(2-methyl-[1,3]dioxolan-2-yl)propionate (0.52 g, 1.33 mmol) and p-toluenesulfonic acid monohydrate (50 mg), and the obtained product was identified with the following NMR data.